From a dataset of the Open Reaction Database (ORD), a public repository of structured organic reaction records. describe an organic reaction: reactants, conditions, products, and yield Starting materials: C(=O)=O.CC(=O)C (dry-ice acetone), BrC=1C=CC(=C(C(=O)OC)C1)NC(COC1=CC=C(C=C1)C#N)=O (methyl 5-bromo-2-(2-(4-cyanophenoxy)acetamido)benzoate), BrC=1C=CC(=C(C(=O)OC)C1)NC(COC1=CC=C(C=C1)C#N)=O (methyl 5-bromo-2-(2-(4-cyanophenoxy)acetamido)benzoate), C[Si](C)(C)[N-][Si](C)(C)C.[K+] (potassium bis(trimethylsilyl)amide). Solvent: C1CCOC1 (THF). Run at time 5 minute. Product: BrC=1C=C2C(=C(C(NC2=CC1)=O)OC1=CC=C(C#N)C=C1)O (4-((6-Bromo-4-hydroxy-2-oxo-1,2-dihydroquinolin-3-yl)oxy)benzonitrile). RXN SMILES: [Br:1][C:2]1[CH:3]=[CH:4][C:5]([NH:12][C:13](=[O:24])[CH2:14][O:15][C:16]2[CH:21]=[CH:20][C:19]([C:22]#[N:23])=[CH:18][CH:17]=2)=[C:6]([CH:11]=1)[C:7](OC)=[O:8].C[Si]([N-][Si](C)(C)C)(C)C.[K+].C(=O)=O.CC(C)=O>C1COCC1>[Br:1][C:2]1[CH:11]=[C:6]2[C:5](=[CH:4][CH:3]=1)[NH:12][C:13](=[O:24])[C:14]([O:15][C:16]1[CH:21]=[CH:20][C:19]([C:22]#[N:23])=[CH:18][CH:17]=1)=[C:7]2[OH:8] |f:1.2,3.4|. Procedure: To a suspension of methyl 5-bromo-2-(2-(4-cyanophenoxy)acetamido)benzoate (0.240 g, 0.617 mmol, Intermediate 2: step b) in THF (6.65 mL) at −78° C. was added potassium bis(trimethylsilyl)amide (0.5 M in toluene, 3.66 mL, 1.83 mmol) over 1.5 minutes, and the mixture was stirred for 5 minutes. The dry-ice/acetone bath was replaced with wet-ice bath and the reaction was stirred for 1.5 hours. The reaction was then quenched with water and ethyl acetate was added. The organic layer was removed and th... Reactants: O=C[C@H](O)[C@@H](O)[C@H](O)[C@H](O)CO (glucose), [Na+].[Cl-] (NaCl), C1=CC(=CC=C1[C@H]([C@@H](CO)NC(=O)C(Cl)Cl)O)[N+](=O)[O-] (chloramphenicol), O=C[C@H](O)[C@@H](O)[C@H](O)[C@H](O)CO (glucose), S(=O)(=O)([O-])[O-].[NH4+].[NH4+] (ammonium sulfate), O=C[C@H](O)[C@@H](O)[C@H](O)[C@H](O)CO (glucose), OP(=O)(O)[O-].[K+] (KH2PO4), [O-]S(=O)(=O)[O-].[Mg+2] (MgSO4), FeSO4, OC(=O)CCCC[C@@H]1SC[C@@H]2NC(=O)N[C@H]12 (biotin). Reagents/catalysts: [O-]S(=O)(=O)[O-].[Mn+2] (MnSO4). Run at time 20 hour. Product: N[C@@H](CCCNC(N)=N)C(=O)O (arginine). As a reaction SMILES: OP([O-])(O)=O.[K+].[O-]S([O-])(=O)=O.[Mg+2].OC(CCCC[C@H]1[C@@H]2[C@@H]([NH:24][C:25]([NH:27]2)=O)CS1)=O.O=C[C@@H:31]([C@H:33]([C@@H:35]([C@@H:37]([CH2:39][OH:40])O)O)O)O.[Na+].[Cl-].C1C([C@@H](O)[C@H](NC(C(Cl)Cl)=O)C[OH:52])=CC=C([N+]([O-])=O)C=1.S([O-])([O-])(=O)=O.[NH4+:68].[NH4+:69]>[O-]S([O-])(=O)=O.[Mn+2]>[NH2:68][C@H:37]([C:39]([OH:40])=[O:52])[CH2:35][CH2:33][CH2:31][NH:69][C:25](=[NH:24])[NH2:27] |f:0.1,2.3,6.7,9.10.11,12.13|. Reported procedure: The flask culture of each of argG promoter modified strains was conducted. As controls, parent strain AJ12092 and AJ12092/pargG were also cultured. These strains were each inoculated into a medium [containing 0.1 g/dl of KH2PO4, 0.04 g/dl of MgSO4, 0.001 g/dl of FeSO4, 0.01 g/dl of MnSO4, 5 μg/dl of VB1, 5 μg/dl of biotin and 45 mg/dl (in terms of N) of soybean hydrolyzate]; and then spread on an agar medium (containing 0.5 g/dl of glucose, 1 g/dl of polypeptone, 1 g/dl of yeast extract, 0.5 g/d... Starting materials: C(C)C=1C(NC(NC1CC1=CC(=CC(=C1)C)C)=O)=O (5-ethyl-6-(3,5-dimethylbenzyl)uracil), BrC(C(=O)O)CC (2-bromobutanoic acid), C(C)(=O)OCCCOCOC(C)=O (1-acetoxy-3-acetoxymethoxypropane), [Cl-] (chloride), [Na] (sodium), CC=1C=C(CC2=C(C(NC(N2)=O)=O)C(C)C)C=C(C1)C (6-(3,5-dimethylbenzyl)-5-isopropyluracil), BrC(C(=O)O)C(C)C (2-bromo-3-methylbutanoic acid), C[Si](N[Si](C)(C)C)(C)C (hexamethyldisilazane), Cl[Si](C)(C)C (chlorotrimethylsilane). Solvent: C(C)#N (ethanenitrile), ClCCl (dichloromethane), C(C)#N (ethanenitrile). Reaction conditions: temperature 20 celsius, time 10 minute. The product is C(C)C=1C(NC(N(C1CC1=CC(=CC(=C1)C)C)COCCCOC(C)=O)=O)=O (5-ethyl-1-(3-acetoxypropyloxymethyl)-6-(3,5-dimethylbenzyl)uracil). The yield is 87.0%. RXN SMILES: [CH2:1]([C:3]1[C:4](=[O:19])[NH:5][C:6](=[O:18])[NH:7][C:8]=1[CH2:9][C:10]1[CH:15]=[C:14]([CH3:16])[CH:13]=[C:12]([CH3:17])[CH:11]=1)[CH3:2].CC1C=C(C=C(C)C=1)CC1NC(=O)NC(=O)C=1C(C)C.BrC(C(C)C)C(O)=O.BrC(CC)C(O)=O.[C:55]([O:58][CH2:59][CH2:60][CH2:61][O:62][CH2:63]OC(=O)C)(=[O:57])[CH3:56].C[Si](C)(C)N[Si](C)(C)C.Cl[Si](C)(C)C.[Cl-].[Na]>C(#N)C.ClCCl>[CH2:1]([C:3]1[C:4](=[O:19])[NH:5][C:6](=[O:18])[N:7]([CH2:63][O:62][CH2:61][CH2:60][CH2:59][O:58][C:55](=[O:57])[CH3:56])[C:8]=1[CH2:9][C:10]1[CH:11]=[C:12]([CH3:17])[CH:13]=[C:14]([CH3:16])[CH:15]=1)[CH3:2] |^1:82|. Reported procedure: To a suspension of 5-ethyl-6-(3,5-dimethylbenzyl)uracil (645 mg, 5 mmol) (prepared as described for the preparation of 6-(3,5-dimethylbenzyl)-5-isopropyluracil in the above Example 1-A but in replacing the 2-bromo-3-methylbutanoic acid by the 2-bromobutanoic acid) and 1-acetoxy-3-acetoxymethoxypropane (prepared as described in the above Example 1-B) (950 mg, 5 mmol) in ethanenitrile (25 ml), were added hexamethyldisilazane (810 mg, 5 mmol) and chlorotrimethylsilane (545 mg, 5 mmol). After 10 min... The reactants are Br[C@H]1[C@]2(C)[C@@H](C[C@@H]1O)[C@H]1CCC=3C=C(C=CC3[C@H]1CC2)OC (17α-bromo-3-methoxy-8α-estra-1,3,5(10)-trien-16β-ol), C(CCC)[SnH](CCCC)CCCC (tributyl tin hydride), N(=NC(C#N)(C)C)C(C#N)(C)C (azobisisobutyronitrile). The solvent is O1CCCC1 (tetrahydrofuran). Product: COC1=CC=2CC[C@@H]3[C@@H]4C[C@@H](C[C@@]4(C)CC[C@@H]3C2C=C1)O (3-Methoxy-8α-estra-1,3,5(10)-trien-16β-ol). As a reaction SMILES: Br[C@@H:2]1[C@@H:7]([OH:8])[CH2:6][C@H:5]2[C@@H:9]3[C@H:18]([CH2:19][CH2:20][C@:3]12[CH3:4])[C:17]1[CH:16]=[CH:15][C:14]([O:21][CH3:22])=[CH:13][C:12]=1[CH2:11][CH2:10]3.C([SnH](CCCC)CCCC)CCC.N(C(C)(C)C#N)=NC(C)(C)C#N>O1CCCC1>[CH3:22][O:21][C:14]1[CH:15]=[CH:16][C:17]2[C@@H:18]3[C@@H:9]([C@H:5]4[C@@:3]([CH2:20][CH2:19]3)([CH3:4])[CH2:2][C@@H:7]([OH:8])[CH2:6]4)[CH2:10][CH2:11][C:12]=2[CH:13]=1. Procedure: A solution of 3.50 g (9.60 mmol) of 17α-bromo-3-methoxy-8α-estra-1,3,5(10)-trien-16β-ol, 3.50 g (12.03 mmol) of tributyl tin hydride and 50 mg of azobisisobutyronitrile in 30 ml of dry tetrahydrofuran is refluxed for 2 hours while being stirred in an argon atmosphere. For working-up, it is allowed to cool, concentrated by evaporation in a vacuum in a Rotavapor, and the residue is taken up in ethyl acetate (300 ml). After the organic phase is washed with aqueous hydrochloric acid, water and brine... Reactants: Cc1ccc(S(=O)(=O)Sc2cc(C)c(CO)cc2C(C)(C)C)cc1, O=C([O-])[O-], CCOC(C)=O, ClCCl, [K+], [K+], CN(C)C=O, CC(C)C1(CCc2cccs2)CC(O)=CC(=O)O1. Product: Cc1cc(SC2=C(O)CC(CCc3cccs3)(C(C)C)OC2=O)c(C(C)(C)C)cc1CO. Reaction SMILES: [C:19]([CH3:20])([CH3:21])([CH3:22])[c:23]1[c:24]([S:32][S:33]([c:34]2[cH:35][cH:36][c:37]([CH3:38])[cH:39][cH:40]2)(=[O:41])=[O:42])[cH:25][c:26]([CH3:31])[c:27]([CH2:29][OH:30])[cH:28]1.[C:43](=[O:44])([O-:45])[O-:46].[CH3:49][CH2:50][O:51][C:52]([CH3:53])=[O:54].[Cl:60][CH2:61][Cl:62].[K+:47].[K+:48].[O:55]=[CH:56][N:57]([CH3:58])[CH3:59].[OH:1][C:2]1=[CH:3][C:4](=[O:18])[O:5][C:6]([CH2:8][CH2:9][c:10]2[s:11][cH:12][cH:13][cH:14]2)([CH:15]([CH3:16])[CH3:17])[CH2:7]1>>[OH:1][C:2]1=[C:3]([S:32][c:24]2[c:23]([C:19]([CH3:20])([CH3:21])[CH3:22])[cH:28][c:27]([CH2:29][OH:30])[c:26]([CH3:31])[cH:25]2)[C:4](=[O:18])[O:5][C:6]([CH2:8][CH2:9][c:10]2[s:11][cH:12][cH:13][cH:14]2)([CH:15]([CH3:16])[CH3:17])[CH2:7]1. Starting materials: C1(=CC=CC=C1)C=1NC=2C=CC=C3C2C1CCC3=O (2-phenyl-1,3,4,5-tetrahydrobenz[cd]indol-5-one), C(#N)[BH3-].[Na+] (sodium cyanoborohydride), NCCO (2-aminoethanol), CO (methanol). The solvent is C(Cl)Cl (methylene chloride). Run at time 13 hour. The product is OCCNC1CCC2=C(NC=3C=CC=C1C23)C2=CC=CC=C2 (5-[N-(2-hydroxyethyl)amino]-2-phenyl-1,3,4,5-tetrahydrobenz[cd]indole). The yield is 32.0%. As a reaction SMILES: [C:1]1([C:7]2[NH:8][C:9]3[CH:10]=[CH:11][CH:12]=[C:13]4[C:18](=O)[CH2:17][CH2:16][C:15]=2[C:14]=34)[CH:6]=[CH:5][CH:4]=[CH:3][CH:2]=1.[NH2:20][CH2:21][CH2:22][OH:23].CO.C([BH3-])#N.[Na+]>C(Cl)Cl>[OH:23][CH2:22][CH2:21][NH:20][CH:18]1[C:13]2[C:14]3[C:15](=[C:7]([C:1]4[CH:6]=[CH:5][CH:4]=[CH:3][CH:2]=4)[NH:8][C:9]=3[CH:10]=[CH:11][CH:12]=2)[CH2:16][CH2:17]1 |f:3.4|. Reported procedure: A portion (0.20 g) of the compound obtained in Example 41 and 2-aminoethanol (0.49 ml) were suspended in a mixed solvent of methanol (3 ml) and methylene chloride (2 ml) and to the suspension was added sodium cyanoborohydride (61 mg). The mixture was stirred for 13 hours at room temperature and heated to reflux for further 8 hours. The reaction mixture was concentrated under reduced pressure. Water was added to the residue, followed by extraction with three portions of methylene chloride. The or... Reactants: CC[O-], CCO, Fc1ccccc1S, C=C(C(=O)OCC)c1ccc(F)cc1, [Na+]. Product: CCOC(=O)C(CSc1ccccc1F)c1ccc(F)cc1. As a reaction SMILES: [CH3:24][CH2:25][O-:26].[CH3:27][CH2:28][OH:29].[F:15][c:16]1[c:17]([SH:22])[cH:18][cH:19][cH:20][cH:21]1.[F:1][c:2]1[cH:3][cH:4][c:5]([C:8]([C:9](=[O:10])[O:11][CH2:12][CH3:13])=[CH2:14])[cH:6][cH:7]1.[Na+:23]>>[F:1][c:2]1[cH:3][cH:4][c:5]([CH:8]([C:9](=[O:10])[O:11][CH2:12][CH3:13])[CH2:14][S:22][c:17]2[c:16]([F:15])[cH:21][cH:20][cH:19][cH:18]2)[cH:6][cH:7]1. Starting materials: S(=O)(=O)(O)O.NO (Hydroxylamine sulfate), C(C)(=O)[O-].[Na+] (sodium acetate), C(C)OC(CO[C@@H](COCC1=CC=CC=C1)CC=C)OCC (({[(2R)-2-(2,2-diethoxyethoxy)pent-4-en-1-yl]oxy}methyl)benzene). Run in C(=O)O (formic acid), C(=O)O (formic acid), O (water), C(C)O (ethanol), O (water). Conditions: time 30 minute. Product: C(C1=CC=CC=C1)OC[C@@H](CC=C)OCC=NO (2-{[(2R)-1-(benzyloxy)pent-4-en-2-yl]oxy}-N-hydroxyethanimine). As a reaction SMILES: C(O[CH:4](OCC)[CH2:5][O:6][C@H:7]([CH2:17][CH:18]=[CH2:19])[CH2:8][O:9][CH2:10][C:11]1[CH:16]=[CH:15][CH:14]=[CH:13][CH:12]=1)C.S(O)(O)(=O)=O.[NH2:28][OH:29].C([O-])(=O)C.[Na+]>C(O)=O.O.C(O)C>[CH2:10]([O:9][CH2:8][C@H:7]([O:6][CH2:5][CH:4]=[N:28][OH:29])[CH2:17][CH:18]=[CH2:19])[C:11]1[CH:16]=[CH:15][CH:14]=[CH:13][CH:12]=1 |f:1.2,3.4|. Procedure: A solution of C2 (234 g, 0.759 mol) in formic acid (400 mL) and water (100 mL) was stirred at room temperature for 2 hours. As LCMS analysis revealed a small amount of remaining starting material, formic acid (50 mL) was added and the reaction mixture was stirred for a further 30 minutes. The reaction mixture was diluted with ethanol (1 L) and water (400 mL). Hydroxylamine sulfate (435 g, 2.65 mol) and sodium acetate (217 g, 2.64 mol) were added and the reaction was stirred at room temperature f... Starting materials: O1C(=CC=C1C(=O)O)C(=O)O (furan-2,5-dicarboxylic acid), Pd Silica. The solvent is C(C)(=O)O (acetic acid). Run at temperature 140 celsius. Product: O1C(CCC1C(=O)O)C(=O)O (tetrahydrofuran-2,5-dicarboxylic acid). The yield is 87.6%. RXN SMILES: [O:1]1[C:5]([C:6]([OH:8])=[O:7])=[CH:4][CH:3]=[C:2]1[C:9]([OH:11])=[O:10]>C(O)(=O)C>[O:1]1[CH:5]([C:6]([OH:8])=[O:7])[CH2:4][CH2:3][CH:2]1[C:9]([OH:11])=[O:10]. Reported procedure: A 100 mL pressure vessel with a glass liner and an impeller was charged with 1.87 g of furan-2,5-dicarboxylic acid, 0.5 g of 4% Pd/Silica and 40 mL of acetic acid. The pressure vessel was purged 3 times with nitrogen, and 2 times with hydrogen. The vessel was then pressurized to 750 psig hydrogen and heated to 140° C. for 3 hours. After cooling the vessel was vented and the solids were separated by filtration. The acetic acid solution was evaporated under vacuum to provide 1.68 g (88% yield) of ... The reactants are CC(=O)c1ccc(O)cc1, O, O=[N+]([O-])O, O=S(=O)(O)O. Product: CC(=O)c1ccc(O)c([N+](=O)[O-])c1. As a reaction SMILES: [C:1]([CH3:2])(=[O:3])[c:4]1[cH:5][cH:6][c:7]([OH:10])[cH:8][cH:9]1.[OH2:15].[OH:11][N+:12]([O-:13])=[O:14].[S:16](=[O:17])(=[O:18])([OH:19])[OH:20]>>[C:1]([CH3:2])(=[O:3])[c:4]1[cH:5][c:6]([N+:12](=[O:11])[O-:13])[c:7]([OH:10])[cH:8][cH:9]1.